From a dataset of the Open Reaction Database (ORD), a public repository of structured organic reaction records. describe an organic reaction: reactants, conditions, products, and yield Starting materials: COC1=CC(C2=C(NC1=O)C=CC=C2)=O (3-Methoxy-2,5-dioxo-2,5-dihydro-1H-benz[b]azepine), N(CCO)CCO (diethanolamine). Solvent: O (water). Conditions: temperature 140 celsius. Yields the product OCCN(CCO)C1=CC(C2=C(NC1=O)C=CC=C2)=O (3-[N,N-bis(2-Hydroxyethyl)amino]-2,5-dioxo-2,5-dihydro-1H-benz[b]azepine). Reaction SMILES: CO[C:3]1[C:9](=[O:10])[NH:8][C:7]2[CH:11]=[CH:12][CH:13]=[CH:14][C:6]=2[C:5](=[O:15])[CH:4]=1.[NH:16]([CH2:20][CH2:21][OH:22])[CH2:17][CH2:18][OH:19]>O>[OH:19][CH2:18][CH2:17][N:16]([C:3]1[C:9](=[O:10])[NH:8][C:7]2[CH:11]=[CH:12][CH:13]=[CH:14][C:6]=2[C:5](=[O:15])[CH:4]=1)[CH2:20][CH2:21][OH:22]. Reported procedure: 3-Methoxy-2,5-dioxo-2,5-dihydro-1H-benz[b]azepine (1.0 g) was treated with diethanolamine (10 mL), and the mixture was heated to 140° C. for 2 hours. The mixture was diluted with water and extracted with ethyl acetate. The combined organic extracts were washed with brine, dried and evaporated. The solid was recrystallized from ethanol to give the title compound (53 mg); mp 204°-205° C.; NMR: 5.90 (s,1); MS: m/z=277(M+1). Analysis for C14H16NO4 : Calculated: C, 60.80; H, 5.84; N, 10.14; Found: C,... The reactants are C(C)OC(=O)C=1C=NN2C1N=CC(=C2NC2=C(C=CC(=C2)C)F)C(=O)O (3-Ethoxycarbonyl-7-(2-fluoro-5-methylphenylamino)pyrazolo[1,5-a]pyrimidine-6-carboxylic acid), Cl.C1=C(C=CC2=CC=CC=C12)C1CCNCC1 (4-(2-naphthyl)piperidine hydrochloride). Yields the product C(C)OC(=O)C=1C=NN2C1N=CC(=C2NC2=C(C=CC(=C2)C)F)C(=O)N2CCC(CC2)C2=CC1=CC=CC=C1C=C2 (3-Ethoxycarbonyl-7-(2-fluoro-5-methylphenylamino)-6-[4-(2-naphthyl)piperidine-1-carbonyl]pyrazolo[1,5-a]pyrimidine). The yield is 48.9%. Reaction SMILES: [CH2:1]([O:3][C:4]([C:6]1[CH:7]=[N:8][N:9]2[C:14]([NH:15][C:16]3[CH:21]=[C:20]([CH3:22])[CH:19]=[CH:18][C:17]=3[F:23])=[C:13]([C:24]([OH:26])=O)[CH:12]=[N:11][C:10]=12)=[O:5])[CH3:2].Cl.[CH:28]1[C:37]2[C:32](=[CH:33][CH:34]=[CH:35][CH:36]=2)[CH:31]=[CH:30][C:29]=1[CH:38]1[CH2:43][CH2:42][NH:41][CH2:40][CH2:39]1>>[CH2:1]([O:3][C:4]([C:6]1[CH:7]=[N:8][N:9]2[C:14]([NH:15][C:16]3[CH:21]=[C:20]([CH3:22])[CH:19]=[CH:18][C:17]=3[F:23])=[C:13]([C:24]([N:41]3[CH2:42][CH2:43][CH:38]([C:29]4[CH:30]=[CH:31][C:32]5[C:37](=[CH:36][CH:35]=[CH:34][CH:33]=5)[CH:28]=4)[CH2:39][CH2:40]3)=[O:26])[CH:12]=[N:11][C:10]=12)=[O:5])[CH3:2] |f:1.2|. Procedure: In the same manner as in Example 21, step 5 and using 3-ethoxycarbonyl-7-(2-fluoro-5-methylphenylamino)pyrazolo[1,5-a]pyrimidine-6-carboxylic acid (120 mg, 0.33 mmol) obtained in Example 90, step 2 and 4-(2-naphthyl)piperidine hydrochloride (WO1997/037979, 100 mg, 0.40 mmol), the title compound (89 mg, 49%) was obtained. As a reaction SMILES: [C:14]([c:15]1[cH:16][n:17][cH:18][cH:19][cH:20]1)(=[O:21])[O:22][CH2:23][CH3:24].[CH3:25][CH2:26][OH:27].[NH2:1][c:2]1[s:3][cH:4][c:5](-[c:7]2[s:8][c:9]([CH2:12][NH2:13])[cH:10][cH:11]2)[n:6]1>>[NH2:1][c:2]1[s:3][cH:4][c:5](-[c:7]2[s:8][c:9]([CH2:12][NH:13][C:14]([c:15]3[cH:16][n:17][cH:18][cH:19][cH:20]3)=[O:21])[cH:10][cH:11]2)[n:6]1. Reactants: CCOC(=O)c1cccnc1, CCO, NCc1ccc(-c2csc(N)n2)s1. The product is Nc1nc(-c2ccc(CNC(=O)c3cccnc3)s2)cs1. Reactants: C1=CCCCC1 (cyclohexene), C(C1=CC=CC=C1)OC=1C(=C(N2C=CC=CC12)C(=O)C1=CC=C(C(=O)OC)C=C1)C (methyl 4-[(1-(benzyloxy)-2-methylindolizin-3-yl)carbonyl]benzoate). The reagents and catalysts are [Pd] (Pd/C). Run in C(C)O (ethanol). The product is OC=1C(=C(N2C=CC=CC12)C(=O)C1=CC=C(C(=O)OC)C=C1)C (Methyl 4-[(1-hydroxy-2-methylindolizin-3-yl)carbonyl]benzoate). As a reaction SMILES: C1CCCCC=1.C([O:14][C:15]1[C:16]([CH3:36])=[C:17]([C:24]([C:26]2[CH:35]=[CH:34][C:29]([C:30]([O:32][CH3:33])=[O:31])=[CH:28][CH:27]=2)=[O:25])[N:18]2[C:23]=1[CH:22]=[CH:21][CH:20]=[CH:19]2)C1C=CC=CC=1>C(O)C.[Pd]>[OH:14][C:15]1[C:16]([CH3:36])=[C:17]([C:24]([C:26]2[CH:35]=[CH:34][C:29]([C:30]([O:32][CH3:33])=[O:31])=[CH:28][CH:27]=2)=[O:25])[N:18]2[C:23]=1[CH:22]=[CH:21][CH:20]=[CH:19]2. Procedure details: 8.75 ml (86.37 mmol) of cyclohexene are added to 3.45 g (8.64 mmol) of methyl 4-[(1-(benzyloxy)-2-methylindolizin-3-yl)carbonyl]benzoate in 40 ml of ethanol, in the presence of 690 mg of 10% Pd/C, and the medium is heated under reflux for one hour. Reactants: [Li+].[OH-] (LiOH), CC1=C(C(=CC(=C1)C(=O)N1CCOCC1)C)C1=C2CC[C@H](C2=C(C=C1)F)OC1=CC2=C([C@@H](CO2)CC(=O)OC)C=C1 (methyl 2-((S)-6-((R)-4-(2,6-dimethyl-4-(morpholine-4-carbonyl)phenyl)-7-fluoro-2,3-dihydro-1H-inden-1-yloxy)-2,3-dihydrobenzofuran-3-yl)acetate). Solvent: C(C)O (ethanol), O (water), O (H2O). Run at time 24 hour. The product is CC1=C(C(=CC(=C1)C(=O)N1CCOCC1)C)C1=C2CC[C@H](C2=C(C=C1)F)OC1=CC2=C([C@@H](CO2)CC(=O)O)C=C1 (2-((S)-6-((R)-4-(2,6-Dimethyl-4-(morpholine-4-carbonyl)phenyl)-7-fluoro-2,3-dihydro-1H-inden-1-yloxy)-2,3-dihydrobenzofuran-3-yl)acetic acid). RXN SMILES: [Li+].[OH-].[CH3:3][C:4]1[CH:9]=[C:8]([C:10]([N:12]2[CH2:17][CH2:16][O:15][CH2:14][CH2:13]2)=[O:11])[CH:7]=[C:6]([CH3:18])[C:5]=1[C:19]1[CH:27]=[CH:26][C:25]([F:28])=[C:24]2[C:20]=1[CH2:21][CH2:22][C@H:23]2[O:29][C:30]1[CH:43]=[CH:42][C:33]2[C@H:34]([CH2:37][C:38]([O:40]C)=[O:39])[CH2:35][O:36][C:32]=2[CH:31]=1>C(O)C.O>[CH3:3][C:4]1[CH:9]=[C:8]([C:10]([N:12]2[CH2:13][CH2:14][O:15][CH2:16][CH2:17]2)=[O:11])[CH:7]=[C:6]([CH3:18])[C:5]=1[C:19]1[CH:27]=[CH:26][C:25]([F:28])=[C:24]2[C:20]=1[CH2:21][CH2:22][C@H:23]2[O:29][C:30]1[CH:43]=[CH:42][C:33]2[C@H:34]([CH2:37][C:38]([OH:40])=[O:39])[CH2:35][O:36][C:32]=2[CH:31]=1 |f:0.1|. Reported procedure: LiOH×H2O (4.1 mg) is added to a solution of methyl 2-((S)-6-((R)-4-(2,6-dimethyl-4-(morpholine-4-carbonyl)phenyl)-7-fluoro-2,3-dihydro-1H-inden-1-yloxy)-2,3-dihydrobenzofuran-3-yl)acetate (55 mg) in ethanol (1.9 mL) and water (0.5 mL) and the mixture is stirred for 24 hours at room temperature. After concentration the mixture is diluted with water, acidified with aqueous citric acid solution and extracted with dichloromethane. The organic phase is dried (MgSO4) and concentrated. The residue is c... Reactants: COC1=C(C=CC=C1)N1CCNCC1 (1-(2-Methoxyphenyl)piperazine), C(C(=C)C1=CC=CC=C1)(=O)O (atropic acid), C(C)O (ethanol). Product: COC1=C(C=CC=C1)N1CCN(CC1)CC1(CC=CC=C1)CC(=O)O (1-[(4-(2-Methoxyphenyl)piperazinyl]methyl}benzeneacetic acid). Reported procedure: 1-(2-Methoxyphenyl)piperazine (22.6 g, 0.118 mol) and atropic acid (174 g, 0.118 mol) in ethanol (300 ml) were heated under reflux for 18 hours, cooled to room temperature, and evaporated in vacuo. The solid was triturated with acetone (3×100 ml) to give a first crop of product (13.8 g) as white crystals. The filtrate was evaporated in vacuo to give an oil which slowly crystallised over 1 month. The solid was triturated with acetone (200 ml) to give a second crop of the hemihydrate of the produc... RXN SMILES: [CH3:1][O:2][C:3]1[CH:8]=[CH:7][CH:6]=[CH:5][C:4]=1[N:9]1[CH2:14][CH2:13][NH:12][CH2:11][CH2:10]1.[C:15]([OH:25])(=[O:24])[C:16]([C:18]1[CH:23]=[CH:22][CH:21]=[CH:20][CH:19]=1)=C.[CH2:26](O)C>>[CH3:1][O:2][C:3]1[CH:8]=[CH:7][CH:6]=[CH:5][C:4]=1[N:9]1[CH2:14][CH2:13][N:12]([CH2:26][C:18]2([CH2:16][C:15]([OH:25])=[O:24])[CH:19]=[CH:20][CH:21]=[CH:22][CH2:23]2)[CH2:11][CH2:10]1. Reactants: ClC1=NC=C(C(=O)O)C=C1 (6-chloronicotinic acid), compound 1, CO (MeOH), OS(=O)(=O)O (H2SO4). Run at temperature 60 celsius, time 6 hour. Product: ClC1=NC=C(C(=O)OC)C=C1 (methyl 6-chloronicotinate). The yield is 73.0%. RXN SMILES: [Cl:1][C:2]1[CH:10]=[CH:9][C:5]([C:6]([OH:8])=[O:7])=[CH:4][N:3]=1.OS(O)(=O)=O.[CH3:16]O>>[Cl:1][C:2]1[CH:10]=[CH:9][C:5]([C:6]([O:8][CH3:16])=[O:7])=[CH:4][N:3]=1. Reported procedure: An oven-dried, 500 milliliter (mL) round bottom flask (“RBF”) was charged with 6-chloronicotinic acid (compound 1) (14.4 grams (g), 91.3 millimole (mmol)), in 200 mL of freshly distilled MeOH. H2SO4 (1.22 mL, 22.8 mmol) was added dropwise to this mixture at room temperature. The mixture was stirred for 6 hours at 60° C. The organic phase was separated and extracted with ethyl acetate at pH 8. The organics were then combined and dried over Na2SO4. After filtering the mixture, the solvent was evap...